describe an organic reaction: reactants, conditions, products, and yield From a dataset of the Open Reaction Database (ORD), a public repository of structured organic reaction records. The reactants are S=C(n1ccnc1)n1ccnc1, C1CCOC1, ClCCl, NCCNc1ccccc1. Yields the product S=C1NCCN1c1ccccc1. As a reaction SMILES: [C:1](=[S:2])([n:3]1[cH:4][cH:5][n:6][cH:7]1)[n:8]1[cH:9][cH:10][n:11][cH:12]1.[CH2:26]1[O:27][CH2:28][CH2:29][CH2:30]1.[Cl:23][CH2:24][Cl:25].[c:13]1([NH:19][CH2:20][CH2:21][NH2:22])[cH:14][cH:15][cH:16][cH:17][cH:18]1>>[C:1]1(=[S:2])[N:19]([c:13]2[cH:14][cH:15][cH:16][cH:17][cH:18]2)[CH2:20][CH2:21][NH:22]1. The reactants are [H-].[Al+3].[Li+].[H-].[H-].[H-] (lithium aluminum hydride), C1(CCCC1)OC=1C=C(C=C[N+](=O)[O-])C=CC1OC (3-cyclopentyloxy-4-methoxy-β-nitrostyrene). Solvent: CCOCC (ether), O1CCCC1 (tetrahydrofuran). Reaction conditions: time 8 hour. Yields the product C1(CCCC1)OC=1C=C(C=CC1OC)CCN (2-(3-Cyclopentyloxy-4-methoxyphenyl)ethylamine). Isolated yield 80.5%. As a reaction SMILES: [H-].[Al+3].[Li+].[H-].[H-].[H-].[CH:7]1([O:12][C:13]2[CH:14]=[C:15]([CH:21]=[CH:22][C:23]=2[O:24][CH3:25])[CH:16]=[CH:17][N+:18]([O-])=O)[CH2:11][CH2:10][CH2:9][CH2:8]1>CCOCC.O1CCCC1>[CH:7]1([O:12][C:13]2[CH:14]=[C:15]([CH2:16][CH2:17][NH2:18])[CH:21]=[CH:22][C:23]=2[O:24][CH3:25])[CH2:8][CH2:9][CH2:10][CH2:11]1 |f:0.1.2.3.4.5|. Procedure details: To a suspension of lithium aluminum hydride (10.83 g, 28.5 mmol) in ether (250 mL) at 0° C. under an argon atmosphere was added dropwise a solution of 3-cyclopentyloxy-4-methoxy-β-nitrostyrene (15.00 g, 57.0 mmol) in tetrahydrofuran (85 mL). The resulting mixture was allowed to warm to room temperature and stirred overnight. The reaction mixture was cooled to 0° C. and quenched by the successive dropwise addition of water (11 mL), 15% sodium hydroxide (11 mL) and water (33 mL). The mixture was f... The reactants are C(C)(C)(C)OC(=O)NC[C@@H](C(=O)OC)N1CCN(CC1)CC (methyl (S)-3-tert-butoxycarbonylamino-2-(4-ethylpiperazin-1-yl)propanoate), Cl.Cl.Cl.NC[C@@H](C(=O)O)N1CCN(CC1)CC1=CC=C(C=C1)F ((S)-3-amino-2-[4-(4-fluorobenzyl)piperazin-1-yl]propanoate trihydrochloride). Product: Cl.Cl.Cl.NC[C@@H](C(=O)OC)N1CCN(CC1)CC1=CC=C(C=C1)F (Methyl (S)-3-amino-2-[4-(4-fluorobenzyl)-piperazin-1-yl]propanoate trihydrochloride). As a reaction SMILES: C(OC([NH:8][CH2:9][C@H:10]([N:15]1[CH2:20][CH2:19][N:18]([CH2:21][CH3:22])[CH2:17][CH2:16]1)[C:11]([O:13][CH3:14])=[O:12])=O)(C)(C)C.[ClH:23].Cl.Cl.NC[C@H](N1CCN(CC2[CH:44]=[CH:43][C:42]([F:45])=[CH:41][CH:40]=2)CC1)C(O)=O>>[ClH:23].[ClH:23].[ClH:23].[NH2:8][CH2:9][C@H:10]([N:15]1[CH2:16][CH2:17][N:18]([CH2:21][C:22]2[CH:44]=[CH:43][C:42]([F:45])=[CH:41][CH:40]=2)[CH2:19][CH2:20]1)[C:11]([O:13][CH3:14])=[O:12] |f:1.2.3.4,5.6.7.8|. Reported procedure: In a manner similar to example 2-3, starting from 5.3 g (13.4 mmol) of methyl (S)-3-tert-butoxycarbonylamino-2-(4-ethylpiperazin-1-yl)propanoate, 5.4 g (100%) of (S)-3-amino-2-[4-(4-fluorobenzyl)piperazin-1-yl]propanoate trihydrochloride are obtained in the form of a beige solid.